From a dataset of the Open Reaction Database (ORD), a public repository of structured organic reaction records. describe an organic reaction: reactants, conditions, products, and yield Starting materials: CC(=O)O[BH-](OC(C)=O)OC(C)=O, O=C([O-])O, CC(=O)O, ClC(Cl)Cl, COc1cc(-c2ccncc2)c2ncc(=O)n(CCN3CCC(N)CC3)c2c1, [Na+], [Na+], O=Cc1cc2c(cn1)OCCO2. Yields the product COc1cc(-c2ccncc2)c2ncc(=O)n(CCN3CCC(NCc4cc5c(cn4)OCCO5)CC3)c2c1. As a reaction SMILES: [C:41]([O:42][BH-:43]([O:44][C:45](=[O:46])[CH3:47])[O:48][C:49](=[O:50])[CH3:51])(=[O:52])[CH3:53].[C:55](=[O:56])([O-:57])[OH:58].[CH3:60][C:61](=[O:62])[OH:63].[CH:64]([Cl:65])([Cl:66])[Cl:67].[NH2:1][CH:2]1[CH2:3][CH2:4][N:5]([CH2:8][CH2:9][n:10]2[c:11](=[O:28])[cH:12][n:13][c:14]3[c:15](-[c:22]4[cH:23][cH:24][n:25][cH:26][cH:27]4)[cH:16][c:17]([O:20][CH3:21])[cH:18][c:19]23)[CH2:6][CH2:7]1.[Na+:54].[Na+:59].[O:29]1[CH2:30][CH2:31][O:32][c:33]2[cH:34][n:35][c:36]([CH:39]=[O:40])[cH:37][c:38]21>>[NH:1]([CH:2]1[CH2:3][CH2:4][N:5]([CH2:8][CH2:9][n:10]2[c:11](=[O:28])[cH:12][n:13][c:14]3[c:15](-[c:22]4[cH:23][cH:24][n:25][cH:26][cH:27]4)[cH:16][c:17]([O:20][CH3:21])[cH:18][c:19]23)[CH2:6][CH2:7]1)[CH2:39][c:36]1[n:35][cH:34][c:33]2[c:38]([cH:37]1)[O:29][CH2:30][CH2:31][O:32]2.